From a dataset of the Open Reaction Database (ORD), a public repository of structured organic reaction records. describe an organic reaction: reactants, conditions, products, and yield Starting materials: C1CCNCC1, CS(=O)(=O)Cl, ClCCl, CN1CCC(c2coc3ccc(N)cc23)CC1. The product is Cl, CN1CCC(c2coc3ccc(NS(C)(=O)=O)cc23)CC1. As a reaction SMILES: [CH2:23]1[CH2:24][CH2:25][NH:26][CH2:27][CH2:28]1.[CH3:18][S:19]([Cl:20])(=[O:21])=[O:22].[Cl:29][CH2:30][Cl:31].[NH2:1][c:2]1[cH:3][cH:4][c:5]2[c:6]([c:7]([CH:10]3[CH2:11][CH2:12][N:13]([CH3:16])[CH2:14][CH2:15]3)[cH:8][o:9]2)[cH:17]1>>[ClH:20].[NH:1]([c:2]1[cH:3][cH:4][c:5]2[c:6]([c:7]([CH:10]3[CH2:11][CH2:12][N:13]([CH3:16])[CH2:14][CH2:15]3)[cH:8][o:9]2)[cH:17]1)[S:19]([CH3:18])(=[O:21])=[O:22]. Reactants: N#CCBr, Cn1c(-c2ccccc2)c(Cc2ccccc2)c2cc(-c3ccc(O)cc3)ccc21, CC(C)=O, [K+], [K+], O=C([O-])[O-]. Product: Cn1c(-c2ccccc2)c(Cc2ccccc2)c2cc(-c3ccc(OCC#N)cc3)ccc21. As a reaction SMILES: [Br:37][CH2:38][C:39]#[N:40].[CH2:1]([c:2]1[cH:3][cH:4][cH:5][cH:6][cH:7]1)[c:8]1[c:9](-[c:25]2[cH:26][cH:27][cH:28][cH:29][cH:30]2)[n:10]([CH3:24])[c:11]2[cH:12][cH:13][c:14](-[c:17]3[cH:18][cH:19][c:20]([OH:23])[cH:21][cH:22]3)[cH:15][c:16]12.[CH3:41][C:42](=[O:43])[CH3:44].[K+:31].[K+:32].[O-:33][C:34]([O-:35])=[O:36]>>[CH2:1]([c:2]1[cH:3][cH:4][cH:5][cH:6][cH:7]1)[c:8]1[c:9](-[c:25]2[cH:26][cH:27][cH:28][cH:29][cH:30]2)[n:10]([CH3:24])[c:11]2[cH:12][cH:13][c:14](-[c:17]3[cH:18][cH:19][c:20]([O:23][CH2:38][C:39]#[N:40])[cH:21][cH:22]3)[cH:15][c:16]12.